From a dataset of the Open Reaction Database (ORD), a public repository of structured organic reaction records. describe an organic reaction: reactants, conditions, products, and yield Starting materials: BrB(Br)Br, CCNC(=NS(=O)(=O)c1ccc(OC)cc1)N1N=CCC1c1ccccc1, ClCCl. The product is CCNC(=NS(=O)(=O)c1ccc(O)cc1)N1N=CCC1c1ccccc1. As a reaction SMILES: [B:28]([Br:29])([Br:30])[Br:31].[CH2:1]([CH3:2])[NH:3][C:4](=[N:5][S:6](=[O:7])(=[O:8])[c:9]1[cH:10][cH:11][c:12]([O:15][CH3:16])[cH:13][cH:14]1)[N:17]1[N:18]=[CH:19][CH2:20][CH:21]1[c:22]1[cH:23][cH:24][cH:25][cH:26][cH:27]1.[Cl:32][CH2:33][Cl:34]>>[CH2:1]([CH3:2])[NH:3][C:4](=[N:5][S:6](=[O:7])(=[O:8])[c:9]1[cH:10][cH:11][c:12]([OH:15])[cH:13][cH:14]1)[N:17]1[N:18]=[CH:19][CH2:20][CH:21]1[c:22]1[cH:23][cH:24][cH:25][cH:26][cH:27]1. Starting materials: OCCCOC1=CC=C(C=C1)C[C@@H](C(=O)O)OC ((2S)-3-[4-(3-Hydroxy-propoxy)-phenyl]-2-methoxy-propionic acid), FC(C1=CC=C(C=C1)O)(F)F (4-trifluoromethylphenol). Product: CO[C@H](C(=O)O)CC1=CC=C(C=C1)OCCCOC1=CC=C(C=C1)C(F)(F)F ((2S)-2-Methoxy-3-{4-[3-(4-trifluoromethyl-phenoxy)-propoxy]-phenyl}-propionic acid). RXN SMILES: [OH:1][CH2:2][CH2:3][CH2:4][O:5][C:6]1[CH:11]=[CH:10][C:9]([CH2:12][C@H:13]([O:17][CH3:18])[C:14]([OH:16])=[O:15])=[CH:8][CH:7]=1.[F:19][C:20]([F:29])([F:28])[C:21]1[CH:26]=[CH:25][C:24](O)=[CH:23][CH:22]=1>>[CH3:18][O:17][C@@H:13]([CH2:12][C:9]1[CH:10]=[CH:11][C:6]([O:5][CH2:4][CH2:3][CH2:2][O:1][C:24]2[CH:25]=[CH:26][C:21]([C:20]([F:29])([F:28])[F:19])=[CH:22][CH:23]=2)=[CH:7][CH:8]=1)[C:14]([OH:16])=[O:15]. Reported procedure: The title compound was prepared from (2S)-3-[4-(3-Hydroxy-propoxy)-phenyl]-2-methoxy-propionic acid linked to Wang's Resin (Example 94, Step D) via Mitsunobu coupling with 4-trifluoromethylphenol and cleavage from the resin (Standard Procedure G) gave an oily solid. Reactants: C(CCC)C1=CC=C(C=C1)CNCCCCCCO (6-[[(4-butylphenyl)methyl]amino]-1-hexanol), C1(=CC=CC=C1)OC(NC1=C(C=C(C=C1)F)F)=O (phenyl-N-(2,4-difluorophenyl)carbamate). Run in C1(=CC=CC=C1)C (toluene). Run at time 16 hour. Yields the product C(CCC)C1=CC=C(C=C1)CN(C(=O)NC1=C(C=C(C=C1)F)F)CCCCCCO (1-[(4-Butylphenyl)methyl]-3-(2,4-difluorophenyl)-1(6-hydroxyhexyl)urea). Yield: 37.0%. RXN SMILES: [CH2:1]([C:5]1[CH:10]=[CH:9][C:8]([CH2:11][NH:12][CH2:13][CH2:14][CH2:15][CH2:16][CH2:17][CH2:18][OH:19])=[CH:7][CH:6]=1)[CH2:2][CH2:3][CH3:4].C1([O:26][C:27](=O)[NH:28][C:29]2[CH:34]=[CH:33][C:32]([F:35])=[CH:31][C:30]=2[F:36])C=CC=CC=1>C1(C)C=CC=CC=1>[CH2:1]([C:5]1[CH:6]=[CH:7][C:8]([CH2:11][N:12]([CH2:13][CH2:14][CH2:15][CH2:16][CH2:17][CH2:18][OH:19])[C:27]([NH:28][C:29]2[CH:34]=[CH:33][C:32]([F:35])=[CH:31][C:30]=2[F:36])=[O:26])=[CH:9][CH:10]=1)[CH2:2][CH2:3][CH3:4]. Procedure details: A mixture of 1.58 g of 6-[[(4-butylphenyl)methyl]amino]-1-hexanol and 1.5 g of phenyl-N-(2,4-difluorophenyl)carbamate in 40 ml of toluene was heated at reflux for 5 hours. The reaction mixture was cooled and allowed to stand at room temperature for 16 hours. The solution was washed with 3N aqueous hydrochloric acid, brine, 1N aqueous sodium hydroxide and brine again, then was dried over anhydrous magnesium sulfate and filtered. The filtrate was evaporated in vacuo and gave a yellow oil. The oil ... Reactants: O1C(C(NC2=C1C=CC=C2)=O)=O (4H-1,4-benzoxazin-2,3-dione), S(=O)(Cl)Cl (thionylchloride). Run in C1(=CC=CC=C1)C (toluene), CN(C=O)C (dimethylformamide). Conditions: temperature 130 celsius. Yields the product ClC1C(OC2=C(N1)C=CC=C2)=O (3-chloro-4H-1,4-benzoxazin-2-one). As a reaction SMILES: [O:1]1[C:6]2[CH:7]=[CH:8][CH:9]=[CH:10][C:5]=2[NH:4][C:3](=O)[C:2]1=[O:12].S(Cl)([Cl:15])=O>C1(C)C=CC=CC=1.CN(C)C=O>[Cl:15][CH:3]1[NH:4][C:5]2[CH:10]=[CH:9][CH:8]=[CH:7][C:6]=2[O:1][C:2]1=[O:12]. Procedure details: A mixture of 25 g of 4H-1,4-benzoxazin-2,3-dione and 14.3 ml of thionylchloride in 500 ml of toluene and 5 ml dimethylformamide was heated at about 130° C. until all solids dissolved (about 2-3 hours). The solution was decanted hot (if the solution was deeply colored, charcoal was added and following stirring, the solution was filtered) and the organic solution was evaporated to dryness to give 29 g of 3-chloro-4H-1,4-benzoxazin-2-one, m.p. 133°-136° C.